Task: describe an organic reaction: reactants, conditions, products, and yield. Dataset: the Open Reaction Database (ORD), a public repository of structured organic reaction records Starting materials: O.C1(=CC=C(C=C1)S(=O)(=O)O)C (p-toluenesulphonic acid-monohydrate), OC(CCCCOCCC(C)C)C1=CC2=C(C=C1)OCO2 (1-(1-hydroxy-5-isopentyloxy-pentyl)-3,4-methylenedioxybenzene). Solvent: C1=CC=CC=C1 (benzene). Yields the product C(CC(C)C)OCCCC=CC1=CC2=C(C=C1)OCO2 (1-(5-Isopentyloxy-1-pentenyl)-3,4-methylenedioxybenzene). As a reaction SMILES: O.C1(C)C=CC(S(O)(=O)=O)=CC=1.O[CH:14]([C:25]1[CH:30]=[CH:29][C:28]2[O:31][CH2:32][O:33][C:27]=2[CH:26]=1)[CH2:15][CH2:16][CH2:17][CH2:18][O:19][CH2:20][CH2:21][CH:22]([CH3:24])[CH3:23]>C1C=CC=CC=1>[CH2:20]([O:19][CH2:18][CH2:17][CH2:16][CH:15]=[CH:14][C:25]1[CH:30]=[CH:29][C:28]2[O:31][CH2:32][O:33][C:27]=2[CH:26]=1)[CH2:21][CH:22]([CH3:23])[CH3:24] |f:0.1|. Reported procedure: 0.07 g (0.37 millimol) of p-toluenesulphonic acid-monohydrate are added to 2.2g (0.0075 mol) of 1-(1-hydroxy-5-isopentyloxy-pentyl)-3,4-methylenedioxybenzene, dissolved in 150 cc of benzene. The solution is rapidly heated to boiling temperature and boiled at reflux over the course of 20 minutes and using a DeanStark-trap. After cooling, the benzene solution is extracted with saturated sodium bicarbonate solution, subsequently with water and saturated sodium chloride solution and dried with sodiu... The reactants are C1=NC=CC2=C(C=CC=C12)OCC(=O)O (5-isoquinolinyloxyacetic acid), C=1C=CC2=C(C1)N=NN2O (HOBt), CCN=C=NCCCN(C)C.Cl (EDC.HCl), CC1=C(CNC(=O)[C@H]2N(CSC2(C)C)C([C@H]([C@H](CC2=CC=CC=C2)NC([C@@H](N)C(C)C)=O)O)=O)C=CC=C1 ((R)-N-(2-methylbenzyl)-3-{(2S,3S)-3-(L-valyl)amino-2-hydroxy-4-phenylbutanoyl}-5,5-dimethyl-1,3-thiazolidine-4carboxamide). The solvent is C(C)(=O)OCC (ethyl acetate). Reaction conditions: time 8 hour. The product is CC1=C(CNC(=O)[C@H]2N(CSC2(C)C)C([C@H]([C@H](CC2=CC=CC=C2)NC([C@@H](NC(COC2=C3C=CN=CC3=CC=C2)=O)C(C)C)=O)O)=O)C=CC=C1 ((R)-N-(2-methylbenzyl)-3-{(2S,3S)-3-[N-(5-isoquinolinyloxyacetyl)-L-valyl]amino-2-hydroxy-4-phenylbutanoyl}-5,5-dimethyl-1,3-thiazolidine-4-carboxamide). The yield is 77.2%. As a reaction SMILES: [CH:1]1[C:10]2[C:5](=[C:6]([O:11][CH2:12][C:13]([OH:15])=O)[CH:7]=[CH:8][CH:9]=2)[CH:4]=[CH:3][N:2]=1.C1C=CC2N(O)N=NC=2C=1.CCN=C=NCCCN(C)C.Cl.[CH3:38][C:39]1[CH:75]=[CH:74][CH:73]=[CH:72][C:40]=1[CH2:41][NH:42][C:43]([C@@H:45]1[C:49]([CH3:51])([CH3:50])[S:48][CH2:47][N:46]1[C:52](=[O:71])[C@@H:53]([OH:70])[C@@H:54]([NH:62][C:63](=[O:69])[C@H:64]([CH:66]([CH3:68])[CH3:67])[NH2:65])[CH2:55][C:56]1[CH:61]=[CH:60][CH:59]=[CH:58][CH:57]=1)=[O:44]>C(OCC)(=O)C>[CH3:38][C:39]1[CH:75]=[CH:74][CH:73]=[CH:72][C:40]=1[CH2:41][NH:42][C:43]([C@@H:45]1[C:49]([CH3:51])([CH3:50])[S:48][CH2:47][N:46]1[C:52](=[O:71])[C@@H:53]([OH:70])[C@@H:54]([NH:62][C:63](=[O:69])[C@H:64]([CH:66]([CH3:68])[CH3:67])[NH:65][C:13](=[O:15])[CH2:12][O:11][C:6]1[CH:7]=[CH:8][CH:9]=[C:10]2[C:5]=1[CH:4]=[CH:3][N:2]=[CH:1]2)[CH2:55][C:56]1[CH:57]=[CH:58][CH:59]=[CH:60][CH:61]=1)=[O:44] |f:2.3|. Procedure: 5-isoquinolinyloxyacetic acid (64 mg), HOBt (43 mg), and EDC.HCl (60 mg) were added to H-Val-Apns-Dmt-NHBzl(2-Me) (162 mg) obtained in the step 2 and the mixture was stirred overnight. After the addition of ethyl acetate, the reaction mixture was washed with 3% NaHCO3 and 5% NaCl and dried over MgSO4. After filtration and concentration, the residue was reprecipitated from ethyl acetate/n-hexane to obtain the title compound (168 mg). Reactants: ClC=1C=CC=C2CC(C(C12)=O)C (7-Chloro-2-methyl-1-indanone), O (water), C1(=CC=CC2=CC=CC=C12)B(O)O (naphthylboronic acid), C([O-])([O-])=O.[Na+].[Na+] (sodium carbonate). The reagents and catalysts are C(C)(=O)[O-].[Pd+2].C(C)(=O)[O-] (palladium acetate), C1(=CC=CC=C1)P(C1=CC=CC=C1)C1=CC=CC=C1 (triphenylphosphine), [Br-].C(CCC)[N+](CCCC)(CCCC)CCCC (tetrabutylammonium bromide). The solvent is CC=1C=CC=CC1C (o-xylene). Reaction conditions: temperature 125 celsius, time 9 hour. Yields the product CC1C(C2=C(C=CC=C2C1)C1=CC=CC2=CC=CC=C12)=O (2-Methyl-7-(1-naphthyl)1-indanone). The yield is 89.9%. Reaction SMILES: Cl[C:2]1[CH:3]=[CH:4][CH:5]=[C:6]2[C:10]=1[C:9](=[O:11])[CH:8]([CH3:12])[CH2:7]2.[C:13]1(B(O)O)[C:22]2[C:17](=[CH:18][CH:19]=[CH:20][CH:21]=2)[CH:16]=[CH:15][CH:14]=1.C(=O)([O-])[O-].[Na+].[Na+].O>[Br-].C([N+](CCCC)(CCCC)CCCC)CCC.CC1C=CC=CC=1C.C([O-])(=O)C.[Pd+2].C([O-])(=O)C.C1(P(C2C=CC=CC=2)C2C=CC=CC=2)C=CC=CC=1>[CH3:12][CH:8]1[CH2:7][C:6]2[C:10](=[C:2]([C:21]3[C:22]4[C:17](=[CH:16][CH:15]=[CH:14][CH:13]=4)[CH:18]=[CH:19][CH:20]=3)[CH:3]=[CH:4][CH:5]=2)[C:9]1=[O:11] |f:2.3.4,6.7,9.10.11|. Procedure: 2.5 g (13.8 mmol) of 7-chloro-2-methyl-1-indanone (1), 2.86 g (16.6 mmol) of naphthylboronic acid, 0.22 g (0.68 mmol) of tetrabutylammonium bromide and 3.66 g (34.6 mmol) of sodium carbonate were placed in 40 ml of o-xylene in the reaction vessel, the mixture was degassed a number of times and saturated with argon. After addition of 1.55 mg (0.0069 mmol) of palladium acetate and 7.3 mg (0.027 mmol) of triphenylphosphine, the reaction mixture was stirred for 9 hours at 125° C. After addition of 4... Reactants: CC=1NC=CN1 (2-methylimidazole), C1=C(C=CC2=CC=CC=C12)O (2-naphthol), C=O (formaline). Solvent: C(C)(C)O (isopropanol). Conditions: time 30 minute. Product: CC=1NC=C(N1)CC1=C(C=CC2=CC=CC=C12)O (1-(2-Methylimidazolylmethyl)-2-naphthol). Yield: 92.0%. As a reaction SMILES: [CH3:1][C:2]1[NH:3][CH:4]=[CH:5][N:6]=1.[CH:7]1[C:16]2[C:11](=[CH:12][CH:13]=[CH:14][CH:15]=2)[CH:10]=[CH:9][C:8]=1[OH:17].[CH2:18]=O>C(O)(C)C>[CH3:1][C:2]1[NH:3][CH:4]=[C:5]([CH2:18][C:7]2[C:16]3[C:11](=[CH:12][CH:13]=[CH:14][CH:15]=3)[CH:10]=[CH:9][C:8]=2[OH:17])[N:6]=1. Reported procedure: To a solution of 2-methylimidazole (82.1 g, 1 mole) and 2-naphthol (144.0 g, 1 mole) in isopropanol (400.0 g), formaline (37% aqueous solution, 1 mole of CH2O) is added over a period of 30 minutes at room temperature. Thereafter, the reaction mixture is agitated for 30 minutes at room temperature, followed by agitation at 80°-84° C. for four hours. The mixture is then cooled and filtered. The filtrate is triturated and dried in vacuo at 60° C. The product (a white powder) is obtained in a yield ... The reactants are Cl.NC1=NC=NC2=CC=C(C=C12)N (4,6-diaminoquinazoline hydrochloride), C(CC)N(CCC)CCC (tripropylamine), C1(CCCCC1)C(=O)Cl (Cyclohexanecarbonyl chloride). The solvent is N1=CC=CC=C1 (pyridine). Run at time 1 hour. The product is NC1=NC=NC2=CC=C(C=C12)NC(=O)C1CCCCC1 (4-amino-6-cyclohexanecarboxamidoquinazoline). Isolated yield 56.1%. As a reaction SMILES: Cl.[NH2:2][C:3]1[C:12]2[C:7](=[CH:8][CH:9]=[C:10]([NH2:13])[CH:11]=2)[N:6]=[CH:5][N:4]=1.C(N(CCC)CCC)CC.[CH:24]1([C:30](Cl)=[O:31])[CH2:29][CH2:28][CH2:27][CH2:26][CH2:25]1>N1C=CC=CC=1>[NH2:2][C:3]1[C:12]2[C:7](=[CH:8][CH:9]=[C:10]([NH:13][C:30]([CH:24]3[CH2:29][CH2:28][CH2:27][CH2:26][CH2:25]3)=[O:31])[CH:11]=2)[N:6]=[CH:5][N:4]=1 |f:0.1|. Procedure: A mixture of 4,6-diaminoquinazoline hydrochloride (12 g) and tripropylamine (31.7 g) in dry pyridine (120 ml) was stirred in an ice-bath for 1 hour. Cyclohexanecarbonyl chloride (12.1 g) was added dropwise during 4 hours and 20 minutes to the mixture at 70° C. The mixture was stirred for additional 1 hour at 5° C. Crushed ice was added to the reaction mixture. The mixture was stirred for 1 hour and concentrated under reduced pressure. After addition of water, the mixture was adjusted to pH 8 wit... The reactants are FC1=C(CCO)C=CC(=C1)F (2,4-difluorophenethyl alcohol), ClCC(=O)O (chloroacetic acid). Reaction conditions: temperature 120 celsius. Product: FC1=C(C=CC(=C1)F)CCOCC(=O)O (2-(2,4-difluorophenyl)ethoxyacetic acid). The yield is 54.4%. Reaction SMILES: [F:1][C:2]1[CH:10]=[C:9]([F:11])[CH:8]=[CH:7][C:3]=1[CH2:4][CH2:5][OH:6].Cl[CH2:13][C:14]([OH:16])=[O:15]>>[F:1][C:2]1[CH:10]=[C:9]([F:11])[CH:8]=[CH:7][C:3]=1[CH2:4][CH2:5][O:6][CH2:13][C:14]([OH:16])=[O:15]. Reported procedure: 3.63 g of 2,4-difluorophenethyl alcohol were reacted with 2.17 g of chloroacetic acid in a manner analogous to that described in Example 1(a), except that the reaction mixture was heated at 120° C. for 1 hour, to give 2.7 g (54%) of 2-(2,4-difluorophenyl)ethoxyacetic acid in the form of an oil which was homogeneous according to chromatography. Reactants: C(C1=CC=CC=C1)OC(=O)NC(CC(=O)N[C@H]1C(NC2=C(CC1)C=CC=C2)=O)(C)C (3-benzyloxycarbonylamino-3-methyl- N-[2,3,4,5-tetrahydro-2-oxo-1H-benzazepin-3(R)-yl]butanamide), CNC(=O)NCC1=C(C=CC=C1)C1=CC=C(C=C1)CO (2'-[[(methylamino)carbonyl]amino]methyl-1,1'-biphenyl-4-methanol), methanesulfonate ester. Yields the product C(C1=CC=CC=C1)OC(=O)NC(CC(=O)N[C@H]1C(N(C2=C(CC1)C=CC=C2)CC2=CC=C(C=C2)C2=C(C=CC=C2)CNC(=O)NC)=O)(C)C (3-Benzyloxycarbonylamino-3-methyl- N-[2,3,4,5-tetrahydro-1-[[2'-[[[(methylamino)carbonyl]amino]methyl][1,1'-biphenyl]-4-yl]methyl]-2-oxo-1H-benzazepin-3(R)-yl]butanamide). As a reaction SMILES: [CH2:1]([O:8][C:9]([NH:11][C:12]([CH3:30])([CH3:29])[CH2:13][C:14]([NH:16][C@@H:17]1[CH2:23][CH2:22][C:21]2[CH:24]=[CH:25][CH:26]=[CH:27][C:20]=2[NH:19][C:18]1=[O:28])=[O:15])=[O:10])[C:2]1[CH:7]=[CH:6][CH:5]=[CH:4][CH:3]=1.[CH3:31][NH:32][C:33]([NH:35][CH2:36][C:37]1[CH:42]=[CH:41][CH:40]=[CH:39][C:38]=1[C:43]1[CH:48]=[CH:47][C:46]([CH2:49]O)=[CH:45][CH:44]=1)=[O:34]>>[CH2:1]([O:8][C:9]([NH:11][C:12]([CH3:30])([CH3:29])[CH2:13][C:14]([NH:16][C@@H:17]1[CH2:23][CH2:22][C:21]2[CH:24]=[CH:25][CH:26]=[CH:27][C:20]=2[N:19]([CH2:49][C:46]2[CH:45]=[CH:44][C:43]([C:38]3[CH:39]=[CH:40][CH:41]=[CH:42][C:37]=3[CH2:36][NH:35][C:33]([NH:32][CH3:31])=[O:34])=[CH:48][CH:47]=2)[C:18]1=[O:28])=[O:15])=[O:10])[C:2]1[CH:7]=[CH:6][CH:5]=[CH:4][CH:3]=1. Procedure details: Prepared from 3-benzyloxycarbonylamino-3-methyl- N-[2,3,4,5-tetrahydro-2-oxo-1H-benzazepin-3(R)-yl]butanamide (Step D) and 2'-[[(methylamino)carbonyl]amino]methyl-1,1'-biphenyl-4-methanol, methanesulfonate ester (Step I) according to the procedure described in Example 35, Step H. 1H NMR (200 MHz, CDCl3): δ 1.33 (s,6H), 1.78 (m, 1H), 2.37-2.63 (m, 3H), 2.60 (d, 5 Hz, 3H), 4.20 (d, 6 Hz, 2H), 4.52 (m, 2H), 4.72 (t, 6 Hz, 1H), 4.86 (d, 16 Hz, 1H), 4.89 (s, 2H), 5.10 (d, 15 Hz, 1H), 5.69 (s, 1H), 6.... Reactants: C(C)OC(CN(CC1=CC=CC=C1)C([C@H]1NC(CC1)=O)=O)=O (N-(pyroglutamyl)-N-benzylglycine ethylester), [OH-].[Na+] (NaOH). The solvent is CO (methanol). Conditions: time 5 minute. The product is N1[C@@H](CCC1=O)C(=O)N(CC(=O)O)CC1=CC=CC=C1 (N-(pyroglutamyl)-N-benzylglycine). The yield is 31.7%. As a reaction SMILES: C([O:3][C:4](=[O:22])[CH2:5][N:6]([C:14](=[O:21])[C@@H:15]1[CH2:19][CH2:18][C:17](=[O:20])[NH:16]1)[CH2:7][C:8]1[CH:13]=[CH:12][CH:11]=[CH:10][CH:9]=1)C.[OH-].[Na+]>CO>[NH:16]1[C:17](=[O:20])[CH2:18][CH2:19][C@H:15]1[C:14]([N:6]([CH2:7][C:8]1[CH:13]=[CH:12][CH:11]=[CH:10][CH:9]=1)[CH2:5][C:4]([OH:22])=[O:3])=[O:21] |f:1.2|. Procedure: 1.25 g N-(pyroglutamyl)-N-benzylglycine ethylester is dissolved in 5 ml methanol, treated with 3 ml 2N NaOH, and stirred for 5 min., after which the solution is concentrated to a small volume by removal of solvents. The residue is then dissolved in 10 ml H2O, acidified to pH2, extracted several times with ethyl acetate, and dried over anhydrous MgSO4. Following evaporation of solvent, the residue is chromatographed on silica gel (55 g) using chloroform/methanol/acetic acid (4:1:0.1). The first f...